This data is from the Open Reaction Database (ORD), a public repository of structured organic reaction records. The task is: describe an organic reaction: reactants, conditions, products, and yield The reactants are C(=O)([O-])[O-].[K+].[K+] (K2CO3), [Na+].[I-] (NaI), COC=1C=C(C=CC1OC)C1=CCNCC1 (4-(3,4-dimethoxyphenyl)-1,2,5, 6-tetrahydropyridine), OC1(CCNCC1)C1=CC(=C(C=C1)OC)OC (4-hydroxy-4-(3,4-dimethoxyphenyl)piperidine), C1(=CC=C(C=C1)S(=O)(=O)O)C (p-toluenesulfonic acid), ClCCCNC(=O)N1C(CCC1)=O (1-(3-chloropropylcarbamoyl)-2-oxopyrrolidine). Solvent: C(C)(=O)OCC (ethyl acetate), CN(C)C=O (DMF). Conditions: time 6 day. The product is COC=1C=C(C=CC1OC)C1=CCN(CC1)N(C(=O)C1C(NCC1)=O)CCC (3-{4-(3,4-Dimethoxyphenyl)-1,2,5,6-tetrahydropyridin-1-yl propylcarbamoyl]-2-oxopyrrolidine). Yield: 33.4%. RXN SMILES: [CH3:1][O:2][C:3]1[CH:4]=[C:5]([C:11]2[CH2:16][CH2:15][NH:14][CH2:13][CH:12]=2)[CH:6]=[CH:7][C:8]=1[O:9][CH3:10].O[C:18]1(C2C=CC(OC)=C(OC)C=2)C[CH2:22][NH:21][CH2:20][CH2:19]1.C1(C)C=CC(S(O)(=O)=[O:41])=CC=1.ClCCCNC([N:52]1[CH2:56][CH2:55][CH2:54][C:53]1=[O:57])=O.C([O-])([O-])=O.[K+].[K+].[Na+].[I-]>CN(C=O)C.C(OCC)(=O)C>[CH3:1][O:2][C:3]1[CH:4]=[C:5]([C:11]2[CH2:16][CH2:15][N:14]([N:21]([CH2:20][CH2:19][CH3:18])[C:22]([CH:54]3[CH2:55][CH2:56][NH:52][C:53]3=[O:57])=[O:41])[CH2:13][CH:12]=2)[CH:6]=[CH:7][C:8]=1[O:9][CH3:10] |f:4.5.6,7.8|. Procedure details: To a solution of 3.76 g of 4-(3,4-dimethoxyphenyl)-1,2,5, 6-tetrahydropyridine (V-7), which was prepared by the reaction of 4-hydroxy-4-(3,4-dimethoxyphenyl)piperidine and p-toluenesulfonic acid, and 2.94 g of 1-(3-chloropropylcarbamoyl)-2-oxopyrrolidine in 35 ml of DMF is added 3.98 g of K2CO3 and 3.22 g of NaI. The reaction mixture is stirred at 100°-105° C. for 6 days under nitrogen gas. After cooling to room temperature, the mixture is diluted with ethyl acetate, washed with brine and dried ... The reactants are C=[N+]=[N-], CCCCCC1C(O)CCC1CC(=O)O. Product: CCCCCC1C(O)CCC1CC(=O)OC. Reaction SMILES: [N+:16](=[N-:17])=[CH2:18].[OH:1][CH:2]1[CH:3]([CH2:11][CH2:12][CH2:13][CH2:14][CH3:15])[CH:4]([CH2:7][C:8](=[O:9])[OH:10])[CH2:5][CH2:6]1>>[OH:1][CH:2]1[CH:3]([CH2:11][CH2:12][CH2:13][CH2:14][CH3:15])[CH:4]([CH2:7][C:8](=[O:9])[O:10][CH3:18])[CH2:5][CH2:6]1. Reactants: ferric chloride, [N+](=O)([O-])C=1C=C(C(=O)Cl)C=CC1 (3-nitrobenzoyl chloride), ClC1=CC=CC=C1 (chlorobenzene), [N+](=O)(O)[O-] (nitric acid), ClCCCl (1,2-dichloroethane). Run at temperature 80 celsius, time 19 hour. Product: ClC1=C(C(=C(C(=O)C2=CC=CC=C2)C=C1)[N+](=O)[O-])[N+](=O)[O-] (chlorodinitrobenzophenone). The yield is 93.2%. Reaction SMILES: [N+:1]([C:4]1[CH:5]=[C:6]([CH:10]=[CH:11][CH:12]=1)[C:7](Cl)=[O:8])([O-:3])=[O:2].Cl[C:14]1[CH:19]=[CH:18][CH:17]=[CH:16][CH:15]=1.[N+:20]([O-:23])(O)=[O:21].[Cl:24]CCCl>>[Cl:24][C:12]1[CH:11]=[CH:10][C:6]([C:7]([C:14]2[CH:19]=[CH:18][CH:17]=[CH:16][CH:15]=2)=[O:8])=[C:5]([N+:20]([O-:23])=[O:21])[C:4]=1[N+:1]([O-:3])=[O:2]. Procedure: 2.7 g (0.02 mol) of anhydrous ferric chloride was added to a mixture of 185.5 g (1.0 mol) of 3-nitrobenzoyl chloride and 124 g (1.1 mol) of chlorobenzene. While introducing nitrogen gas into the reactor, the reaction was conducted with stirring at a temperature of 140° to 150° C. for 19 hours. After the completion of the reaction, an excess amount of chlorobenzene was distilled at the same temperature under reduced pressure to recover it. Then the reaction mixture was cooled to 80° C. and 500 ml... Starting materials: [H-].[Na+] (NaH), C(C)OC(C(CC1=CC=C(C=C1)OCCC1NC(N(C1)CC1=CC2=CC=CC=C2C=C1)=O)(OC1=CC=CC=C1)C)=O (2-methyl-3-{4-[2-(1-naphthalen-2-ylmethyl-2-oxo-imidazolidin-4-yl)-ethoxy]-phenyl}-2-phenoxy-propionic acid ethyl ester), IC (iodomethane). Run in CN(C)C=O (DMF). Reaction conditions: time 30 minute. Yields the product C(C)OC(C(CC1=CC=C(C=C1)OCCC1N(C(N(C1)CC1=CC2=CC=CC=C2C=C1)=O)C)(OC1=CC=CC=C1)C)=O (2-methyl-3-{4-[2-(3-methyl-1-naphthalen-2-ylmethyl-2-oxo-imidazolidin-4-yl)-ethoxy]-phenyl}-2-phenoxy-propionic acid ethyl ester). The yield is 95.0%. RXN SMILES: [CH2:1]([O:3][C:4](=[O:41])[C:5]([CH3:40])([O:33][C:34]1[CH:39]=[CH:38][CH:37]=[CH:36][CH:35]=1)[CH2:6][C:7]1[CH:12]=[CH:11][C:10]([O:13][CH2:14][CH2:15][CH:16]2[CH2:20][N:19]([CH2:21][C:22]3[CH:31]=[CH:30][C:29]4[C:24](=[CH:25][CH:26]=[CH:27][CH:28]=4)[CH:23]=3)[C:18](=[O:32])[NH:17]2)=[CH:9][CH:8]=1)[CH3:2].[H-].[Na+].I[CH3:45]>CN(C=O)C>[CH2:1]([O:3][C:4](=[O:41])[C:5]([CH3:40])([O:33][C:34]1[CH:35]=[CH:36][CH:37]=[CH:38][CH:39]=1)[CH2:6][C:7]1[CH:8]=[CH:9][C:10]([O:13][CH2:14][CH2:15][CH:16]2[CH2:20][N:19]([CH2:21][C:22]3[CH:31]=[CH:30][C:29]4[C:24](=[CH:25][CH:26]=[CH:27][CH:28]=4)[CH:23]=3)[C:18](=[O:32])[N:17]2[CH3:45])=[CH:11][CH:12]=1)[CH3:2] |f:1.2|. Procedure: A solution of a diasteriomeric mixture of 2-methyl-3-{4-[2-(1-naphthalen-2-ylmethyl-2-oxo-imidazolidin-4-yl)-ethoxy]-phenyl}-2-phenoxy-propionic acid ethyl ester (0.275 g, 0.498 mmol) in DMF (7 mL) is treated with NaH (60% oil suspension, 0.030 g, 0.750 mmol) and stirred at room temperature under N2 for 30 minutes. The reaction is cooled to 0° C. and treated with iodomethane (0.141 g, 0.996 mmol) and then warmed to room temperature and stirred for 3 hours. The reaction is quenched with 1 N HCl (... The reactants are ClC1=NC2=CC=C(C=C2C(=C1)C)O (2-chloro-6-hydroxy-4-methylquinoline), (±)-BINAP, N[C@@H]1CN(C[C@H]1OC)C(CC1=CC=C(C=C1)OC(F)(F)F)=O (1-((3R,4R)-3-amino-4-methoxypyrrolidin-1-yl)-2-(4-trifluoromethoxyphenyl)ethanone), O1CCOCC1 (1,4-dioxane), CC(C)([O-])C.[Na+] (sodium t-butoxide), (±)-BINAP, CC(C)([O-])C.[Na+] (sodium t-butoxide). Reagents/catalysts: C=1C=CC(=CC1)/C=C/C(=O)/C=C/C2=CC=CC=C2.C=1C=CC(=CC1)/C=C/C(=O)/C=C/C2=CC=CC=C2.C=1C=CC(=CC1)/C=C/C(=O)/C=C/C2=CC=CC=C2.[Pd].[Pd] (Pd2(dba)3), C=1C=CC(=CC1)/C=C/C(=O)/C=C/C2=CC=CC=C2.C=1C=CC(=CC1)/C=C/C(=O)/C=C/C2=CC=CC=C2.C=1C=CC(=CC1)/C=C/C(=O)/C=C/C2=CC=CC=C2.[Pd].[Pd] (Pd2(dba)3). Run in C(C)(=O)OCC (ethyl acetate), O (water). Reaction conditions: temperature 65 celsius, time 3 hour. Product: OC=1C=C2C(=CC(=NC2=CC1)N[C@@H]1CN(C[C@H]1OC)C(CC1=CC=C(C=C1)OC(F)(F)F)=O)C (1-((3R,4R)-3-(6-hydroxy-4-methylquinolin-2-ylamino)-4-methoxypyrrolidin-1-yl)-2-(4-trifluoromethoxyphenyl)ethanone). The yield is 17.1%. RXN SMILES: Cl[C:2]1[CH:11]=[C:10]([CH3:12])[C:9]2[C:4](=[CH:5][CH:6]=[C:7]([OH:13])[CH:8]=2)[N:3]=1.[NH2:14][C@H:15]1[C@H:19]([O:20][CH3:21])[CH2:18][N:17]([C:22](=[O:35])[CH2:23][C:24]2[CH:29]=[CH:28][C:27]([O:30][C:31]([F:34])([F:33])[F:32])=[CH:26][CH:25]=2)[CH2:16]1.O1CCOCC1.CC(C)([O-])C.[Na+]>C(OCC)(=O)C.O.C1C=CC(/C=C/C(/C=C/C2C=CC=CC=2)=O)=CC=1.C1C=CC(/C=C/C(/C=C/C2C=CC=CC=2)=O)=CC=1.C1C=CC(/C=C/C(/C=C/C2C=CC=CC=2)=O)=CC=1.[Pd].[Pd]>[OH:13][C:7]1[CH:8]=[C:9]2[C:4](=[CH:5][CH:6]=1)[N:3]=[C:2]([NH:14][C@H:15]1[C@H:19]([O:20][CH3:21])[CH2:18][N:17]([C:22](=[O:35])[CH2:23][C:24]3[CH:25]=[CH:26][C:27]([O:30][C:31]([F:32])([F:33])[F:34])=[CH:28][CH:29]=3)[CH2:16]1)[CH:11]=[C:10]2[CH3:12] |f:3.4,7.8.9.10.11|. Procedure details: To a mixture of 2-chloro-6-hydroxy-4-methylquinoline (0.153 g), Pd2(dba)3 (0.036 g), (±)-BINAP (0.073 g), 1-((3R,4R)-3-amino-4-methoxypyrrolidin-1-yl)-2-(4-trifluoromethoxyphenyl)ethanone (0.25 g), and 1,4-dioxane (7 mL) was added sodium t-butoxide (0.241 g) under nitrogen atmosphere, and the mixture was stirred at 65° C. for 3 h. Pd2(dba)3 (0.036 g), (±)-BINAP (0.073 g), and sodium t-butoxide (0.241 g) were further added, and the mixture was stirred at 65° C. for 5 h. The reaction mixture was d... The reactants are NCCN1CCCC1 (1-(2-aminoethyl)pyrrolidine), C(CC(O)(C(=O)O)CC(=O)O)(=O)O (citric acid), CC(C)C=1C=CC=C(C1O)C(C)C (propofol), CCN=C=NCCCN(C)C (EDCI), C=1C=CC2=C(C1)N=NN2O (HOBt). Solvent: C1CCOC1.C(Cl)Cl (THF CH2Cl2). Conditions: time 15 minute. The product is C(C)(C)C1=C(C(=CC=C1)C(C)C)OC(CCC(=O)NCCN1CCCC1)=O (N-(2-pyrrolidin-1-yl-ethyl)-succinamic acid 2,6-diisopropylphenyl ester). As a reaction SMILES: [CH3:1][CH:2]([C:4]1[CH:5]=[CH:6][CH:7]=[C:8]([CH:11]([CH3:13])[CH3:12])[C:9]=1[OH:10])[CH3:3].CCN=C=NCCCN(C)C.C1C=CC2N(O)N=NC=2C=1.[NH2:35][CH2:36][CH2:37][N:38]1[CH2:42][CH2:41][CH2:40][CH2:39]1.[C:43](O)(=[O:54])[CH2:44][C:45](CC(O)=O)([C:47](O)=[O:48])O>C1COCC1.C(Cl)Cl>[CH:11]([C:8]1[CH:7]=[CH:6][CH:5]=[C:4]([CH:2]([CH3:1])[CH3:3])[C:9]=1[O:10][C:43](=[O:54])[CH2:44][CH2:45][C:47]([NH:35][CH2:36][CH2:37][N:38]1[CH2:42][CH2:41][CH2:40][CH2:39]1)=[O:48])([CH3:13])[CH3:12] |f:5.6|. Procedure: To a solution of propofol hemisuccinate (2.0 g, 7.2 mmol) in THF—CH2Cl2 (1:1, 60 mL) was added EDCI (1.72 g, 9 mmol) followed by HOBt (1.37 g, 9 mmol). The reaction mixture was stirred at ambient temperature for 15 min and 1-(2-aminoethyl)pyrrolidine (0.912 g, 8 mmol) was added and stirring was maintained overnight. 10% aqueous citric acid (50 ml) was added and the mixture was extracted with CH2Cl2 (100 ml×2). The organic layer was washed with brine and dried over anhydrous MgSO4. The solvent wa... Reactants: FC([C@@H](C=1C=NC(=CC1)NN)N1C[C@H](CC1)NC(OC(C)(C)C)=O)(F)F (tert-butyl (S)-1-((R)-2,2,2-trifluoro-1-(6-hydrazinylpyridin-3-yl)ethyl)pyrrolidin-3-ylcarbamate), FC=1C(=NC2=CC(=CC=C2C1)OCCOC)C=O (3-fluoro-7-(2-methoxyethoxy)quinoline-2-carbaldehyde), C(C)(=O)O.C(C)(=O)O.IC1=CC=CC=C1 (iodobenzene diacetate). The solvent is C(Cl)Cl (DCM), CCO (EtOH). Run at time 3 hour. Yields the product FC([C@@H](C=1C=CC=2N(C1)C(=NN2)C2=NC1=CC(=CC=C1C=C2F)OCCOC)N2C[C@H](CC2)NC(OC(C)(C)C)=O)(F)F (tert-butyl (3S)-1-((1R)-2,2,2-trifluoro-1-(3-(3-fluoro-7-(2-methoxyethoxy)quinolin-2-yl)-[1,2,4]triazolo[4,3-a]pyridin-6-yl)ethyl)pyrrolidin-3-ylcarbamate). The yield is 79.5%. Reaction SMILES: [F:1][C:2]([F:26])([F:25])[C@H:3]([N:12]1[CH2:16][CH2:15][C@H:14]([NH:17][C:18](=[O:24])[O:19][C:20]([CH3:23])([CH3:22])[CH3:21])[CH2:13]1)[C:4]1[CH:5]=[N:6][C:7]([NH:10][NH2:11])=[CH:8][CH:9]=1.[F:27][C:28]1[C:29]([CH:43]=O)=[N:30][C:31]2[C:36]([CH:37]=1)=[CH:35][CH:34]=[C:33]([O:38][CH2:39][CH2:40][O:41][CH3:42])[CH:32]=2.C(O)(=O)C.C(O)(=O)C.IC1C=CC=CC=1>CCO.C(Cl)Cl>[F:26][C:2]([F:25])([F:1])[C@H:3]([N:12]1[CH2:16][CH2:15][C@H:14]([NH:17][C:18](=[O:24])[O:19][C:20]([CH3:22])([CH3:23])[CH3:21])[CH2:13]1)[C:4]1[CH:9]=[CH:8][C:7]2[N:6]([C:43]([C:29]3[C:28]([F:27])=[CH:37][C:36]4[C:31](=[CH:32][C:33]([O:38][CH2:39][CH2:40][O:41][CH3:42])=[CH:34][CH:35]=4)[N:30]=3)=[N:11][N:10]=2)[CH:5]=1 |f:2.3.4|. Reported procedure: A mixture of tert-butyl (S)-1-((R)-2,2,2-trifluoro-1-(6-hydrazinylpyridin-3-yl)ethyl)pyrrolidin-3-ylcarbamate (0.080 g, 0.20 mmol) and 3-fluoro-7-(2-methoxyethoxy)quinoline-2-carbaldehyde (0.051 g, 0.20 mmol) in EtOH (10 mL) was stirred at ambient temperature for 3 hours. The solvent was removed. The residue obtained was dissolved in DCM (10 mL) and iodobenzene diacetate (0.078 g, 0.24 mmol) was added. The mixture was stirred at ambient temperature for 2 hours. The solvent was removed under redu... Starting materials: CN1CCNCC1, CC#N, CCC(CC)C(c1ccc(NC(=O)CCl)cc1)n1cncn1, [K+], [K+], O=C([O-])[O-], O. The product is CCC(CC)C(c1ccc(NC(=O)CN2CCN(C)CC2)cc1)n1cncn1. RXN SMILES: [CH3:23][N:24]1[CH2:25][CH2:26][NH:27][CH2:28][CH2:29]1.[CH3:36][C:37]#[N:38].[Cl:1][CH2:2][C:3](=[O:4])[NH:5][c:6]1[cH:7][cH:8][c:9]([CH:12]([CH:13]([CH2:14][CH3:15])[CH2:16][CH3:17])[n:18]2[n:19][cH:20][n:21][cH:22]2)[cH:10][cH:11]1.[K+:30].[K+:31].[O-:32][C:33]([O-:34])=[O:35].[OH2:39]>>[CH2:2]([C:3](=[O:4])[NH:5][c:6]1[cH:7][cH:8][c:9]([CH:12]([CH:13]([CH2:14][CH3:15])[CH2:16][CH3:17])[n:18]2[n:19][cH:20][n:21][cH:22]2)[cH:10][cH:11]1)[N:27]1[CH2:26][CH2:25][N:24]([CH3:23])[CH2:29][CH2:28]1.